This data is from the Open Reaction Database (ORD), a public repository of structured organic reaction records. The task is: describe an organic reaction: reactants, conditions, products, and yield Starting materials: CC(NC(=O)C1C(CO)N(Cc2ccccc2)C(=O)N1Cc1ccccc1)c1ccc2ccccc2c1, C1COCCO1, O=S(=O)(O)O. The product is O=C1OCC2C1N(Cc1ccccc1)C(=O)N2Cc1ccccc1. RXN SMILES: [CH2:1]([c:2]1[cH:3][cH:4][cH:5][cH:6][cH:7]1)[N:8]1[C:9](=[O:37])[N:10]([CH2:30][c:31]2[cH:32][cH:33][cH:34][cH:35][cH:36]2)[CH:11]([C:15]([NH:16][CH:17]([c:18]2[cH:19][cH:20][c:21]3[c:22]([cH:23][cH:24][cH:25][cH:26]3)[cH:27]2)[CH3:28])=[O:29])[CH:12]1[CH2:13][OH:14].[O:43]1[CH2:44][CH2:45][O:46][CH2:47][CH2:48]1.[S:38](=[O:39])(=[O:40])([OH:41])[OH:42]>>[CH2:1]([c:2]1[cH:3][cH:4][cH:5][cH:6][cH:7]1)[N:8]1[C:9](=[O:37])[N:10]([CH2:30][c:31]2[cH:32][cH:33][cH:34][cH:35][cH:36]2)[CH:11]2[CH:12]1[CH2:13][O:14][C:15]2=[O:29]. The reactants are COC1=NS(N=C1OC)(=O)=O (3,4-dimethoxy-1,2,5-thiadiazole 1,1-dioxide), N(C(=N)N)C1=NC(=NS1)CSCCN (2-[(5-guanidino-1,2,4-thiadiazol-3-yl)methylthio]ethylamine), CN (methylamine). Product: N(C(=N)N)C1=NC(=NS1)CSCCNC1=NS(N=C1NC)(=O)=O (3-{2-[(5-Guanidino-1,2,4-thiadiazol-3-yl)methylthio]ethylamino}-4-methylamino-1,2,5-thiadiazole 1,1-dioxide). RXN SMILES: CO[C:3]1[C:7](OC)=[N:6][S:5](=[O:11])(=[O:10])[N:4]=1.[NH:12]([C:16]1[S:20][N:19]=[C:18]([CH2:21][S:22][CH2:23][CH2:24][NH2:25])[N:17]=1)[C:13]([NH2:15])=[NH:14].[CH3:26][NH2:27]>>[NH:12]([C:16]1[S:20][N:19]=[C:18]([CH2:21][S:22][CH2:23][CH2:24][NH:25][C:3]2[C:7]([NH:27][CH3:26])=[N:6][S:5](=[O:11])(=[O:10])[N:4]=2)[N:17]=1)[C:13]([NH2:15])=[NH:14]. Procedure details: When a methanolic solution of 3,4-dimethoxy-1,2,5-thiadiazole 1,1-dioxide is successively treated with an equimolar amount of 2-[(5-guanidino-1,2,4-thiadiazol-3-yl)methylthio]ethylamine [prepared according to the procedure described in published European Patent Application 6679] and excess methylamine, the title compound is thereby produced. The reactants are ClC1=C(C=C(C(=O)Cl)C=C1)S(N)(=O)=O (4-chloro-3-sulfamoylbenzoyl chloride), C(C)C1=CC2=C(O1)C=CC(=C2)Cl (2-ethyl-5-chlorobenzo[b]furan), [Cl-].[Al+3].[Cl-].[Cl-] (aluminum chloride). Yields the product C(C)C1=C(C2=C(O1)C=CC(=C2)Cl)C(C2=CC(=C(C=C2)Cl)S(N)(=O)=O)=O (2-Ethyl-5-chloro-3-(4-chloro-3-sulfamoylbenzoyl)-benzo[b]furan). RXN SMILES: [Cl:1][C:2]1[CH:10]=[CH:9][C:5]([C:6](Cl)=[O:7])=[CH:4][C:3]=1[S:11](=[O:14])(=[O:13])[NH2:12].[CH2:15]([C:17]1[O:21][C:20]2[CH:22]=[CH:23][C:24]([Cl:26])=[CH:25][C:19]=2[CH:18]=1)[CH3:16].[Cl-].[Al+3].[Cl-].[Cl-]>>[CH2:15]([C:17]1[O:21][C:20]2[CH:22]=[CH:23][C:24]([Cl:26])=[CH:25][C:19]=2[C:18]=1[C:6](=[O:7])[C:5]1[CH:9]=[CH:10][C:2]([Cl:1])=[C:3]([S:11](=[O:14])(=[O:13])[NH2:12])[CH:4]=1)[CH3:16] |f:2.3.4.5|. Reported procedure: is obtained as described in Example 1 from 10 g 4-chloro-3-sulfamoylbenzoyl chloride and 7.06 g 2-ethyl-5-chlorobenzo[b]furan in the presence of 11.4 g aluminum chloride. Colorless crystals, m.p. 130°-133° C. Reactants: C1CNC1, CCC(=O)Nc1ccc(Sc2nc(CCBr)cc(Nc3cc(C)[nH]n3)n2)cc1, CN(C)C=O, CCOC(C)=O. The product is CCC(=O)Nc1ccc(Sc2nc(CCN3CCC3)cc(Nc3cc(C)[nH]n3)n2)cc1. RXN SMILES: [CH2:29]1[CH2:30][NH:31][CH2:32]1.[CH3:1][c:2]1[cH:3][c:4]([NH:7][c:8]2[n:9][c:10]([S:17][c:18]3[cH:19][cH:20][c:21]([NH:24][C:25]([CH2:26][CH3:27])=[O:28])[cH:22][cH:23]3)[n:11][c:12]([CH2:14][CH2:15][Br:16])[cH:13]2)[n:5][nH:6]1.[CH3:33][N:34]([CH3:35])[CH:36]=[O:37].[CH3:38][CH2:39][O:40][C:41](=[O:42])[CH3:43]>>[CH3:1][c:2]1[cH:3][c:4]([NH:7][c:8]2[n:9][c:10]([S:17][c:18]3[cH:19][cH:20][c:21]([NH:24][C:25]([CH2:26][CH3:27])=[O:28])[cH:22][cH:23]3)[n:11][c:12]([CH2:14][CH2:15][N:31]3[CH2:30][CH2:29][CH2:32]3)[cH:13]2)[n:5][nH:6]1. The product is O=C=NC(=O)c1ccco1. The reactants are ClCCCl, O=C(Cl)C(=O)Cl, NC(=O)c1ccco1. As a reaction SMILES: [Cl:15][CH2:16][CH2:17][Cl:18].[Cl:9][C:10](=[O:11])[C:12]([Cl:13])=[O:14].[o:1]1[c:2]([C:6](=[O:7])[NH2:8])[cH:3][cH:4][cH:5]1>>[o:1]1[c:2]([C:6](=[O:7])[N:8]=[C:10]=[O:11])[cH:3][cH:4][cH:5]1. The reactants are CCOC(=O)c1cc(C(C)(C)C)nn1-c1ccc2nc(NC)ccc2c1, C1CCOC1, CCO, Cl, [Li+], [OH-], O, O. Yields the product CNc1ccc2cc(-n3nc(C(C)(C)C)cc3C(=O)O)ccc2n1. As a reaction SMILES: [C:4]([CH3:5])([CH3:6])([CH3:7])[c:8]1[n:9][n:10](-[c:18]2[cH:19][c:20]3[cH:21][cH:22][c:23]([NH:28][CH3:29])[n:24][c:25]3[cH:26][cH:27]2)[c:11]([C:13](=[O:14])[O:15][CH2:16][CH3:17])[cH:12]1.[CH2:31]1[O:32][CH2:33][CH2:34][CH2:35]1.[CH3:36][CH2:37][OH:38].[ClH:39].[Li+:2].[OH-:1].[OH2:30].[OH2:3]>>[C:4]([CH3:5])([CH3:6])([CH3:7])[c:8]1[n:9][n:10](-[c:18]2[cH:19][c:20]3[cH:21][cH:22][c:23]([NH:28][CH3:29])[n:24][c:25]3[cH:26][cH:27]2)[c:11]([C:13](=[O:14])[OH:15])[cH:12]1. Starting materials: N#Cc1cc2ccccc2cn1, [Cl-], Clc1ccc(Br)cc1, [Mg], [NH4+]. Yields the product N=C(c1ccc(Cl)cc1)c1cc2ccccc2cn1. RXN SMILES: [C:10](#[N:11])[c:12]1[n:13][cH:14][c:15]2[cH:16][cH:17][cH:18][cH:19][c:20]2[cH:21]1.[Cl-:22].[Cl:2][c:3]1[cH:4][cH:5][c:6]([Br:9])[cH:7][cH:8]1.[Mg:1].[NH4+:23]>>[Cl:2][c:3]1[cH:4][cH:5][c:6]([C:10](=[NH:11])[c:12]2[n:13][cH:14][c:15]3[cH:16][cH:17][cH:18][cH:19][c:20]3[cH:21]2)[cH:7][cH:8]1. Starting materials: C(=CCCCCCCCCCCCCCCCC)C1C(=O)NC(C1)=O (octadecenyl succinimide), Cl (hydrochloric acid), C=O (formaldehyde), C([O-])(O)=O.[Na+] (sodium bicarbonate). Run in O (water), CCCCCCC (heptane). Reaction conditions: temperature 70 celsius. The product is OCN1C(C(CC1=O)C=CCCCCCCCCCCCCCCCC)=O (N-hydroxymethyl-n-octadecenyl succinimide). Reaction SMILES: [CH:1]([CH:19]1[CH2:24][C:23](=[O:25])[NH:22][C:20]1=[O:21])=[CH:2][CH2:3][CH2:4][CH2:5][CH2:6][CH2:7][CH2:8][CH2:9][CH2:10][CH2:11][CH2:12][CH2:13][CH2:14][CH2:15][CH2:16][CH2:17][CH3:18].C=O.[C:28](=O)(O)[O-:29].[Na+].Cl>O.CCCCCCC>[OH:29][CH2:28][N:22]1[C:23](=[O:25])[CH2:24][CH:19]([CH:1]=[CH:2][CH2:3][CH2:4][CH2:5][CH2:6][CH2:7][CH2:8][CH2:9][CH2:10][CH2:11][CH2:12][CH2:13][CH2:14][CH2:15][CH2:16][CH2:17][CH3:18])[C:20]1=[O:21] |f:2.3|. Reported procedure: In a reaction vessel was placed 1 liter of heptane and 550 grams of octadecenyl succinimide. The mixture was heated to 70° C. with stirring and a mixture of 137 grams of 36% aqueous formaldehyde and 22 grams of sodium bicarbonate was added. This mixture was stirred at reflux for 4 hours. Then 300 ml of water was added and the mixture neutralized with hydrochloric acid. The aqueous layer was separated and removed, then 500 ml butanol was added to the organic layer and the mixture washed with hot ...